describe an organic reaction: reactants, conditions, products, and yield From a dataset of the Open Reaction Database (ORD), a public repository of structured organic reaction records. Reactants: COC1=CC=C(C=C1)C(CCC1=CC=C(C=C1)[N+](=O)[O-])=O (1-(4-methoxy-phenyl)-3-(4-nitro-phenyl)-propan-1-one), [Br-] (bromide). Reagents/catalysts: [Al+3].[Cl-].[Cl-].[Cl-] (AlCl3). Yields the product BrC(C(=O)C1=CC=C(C=C1)OC)CC1=CC=C(C=C1)[N+](=O)[O-] (2-bromo-1-(4-methoxy-phenyl)-3-(4-nitro-phenyl)-propan-1-one). The yield is 96.1%. Reaction SMILES: [CH3:1][O:2][C:3]1[CH:8]=[CH:7][C:6]([C:9](=[O:21])[CH2:10][CH2:11][C:12]2[CH:17]=[CH:16][C:15]([N+:18]([O-:20])=[O:19])=[CH:14][CH:13]=2)=[CH:5][CH:4]=1.[Br-:22]>[Al+3].[Cl-].[Cl-].[Cl-]>[Br:22][CH:10]([CH2:11][C:12]1[CH:17]=[CH:16][C:15]([N+:18]([O-:20])=[O:19])=[CH:14][CH:13]=1)[C:9]([C:6]1[CH:7]=[CH:8][C:3]([O:2][CH3:1])=[CH:4][CH:5]=1)=[O:21] |f:2.3.4.5|. Reported procedure: A procedure similar to step 3 of Example 1 was used, 1-(4-methoxy-phenyl)-3-(4-nitro-phenyl)-propan-1-one prepared in the step 3 and bromide were used as starting materials, and anhydrous AlCl3 was used as catalyst, the obtained product was white crystal in a yield of 96.1%, mp: 120-122 └. 1H-NMR (CDCl3, 400 MHz) δ: 3.46 (1H, dd, J=14.28, 7.28 Hz), 3.74 (1H, dd, J=14.28, 7.28 Hz), 3.88 (3H, s, OCH3), 5.27 (1H, t, J=7.28 Hz, CHBr), 6.94 (2H, d, J=8.96 Hz, ArH), 7.46 (2H, d, J=8.60 Hz, ArH), 7.96 ... The reactants are CC=1N(C=CN1)C1=CC=C(C=C1)[N+](=O)[O-] (2-methyl-1-(p-nitrophenyl)imidazole), C(=O)[O-].[Na+] (sodium formate), C(=O)O (formic acid). Reagents/catalysts: [Pd] (palladium black). Run in CO (methyl alcohol). Run at time 18 hour. Product: CC=1N(C=CN1)C1=CC=C(C=C1)N (4-(2-Methyl-1H-imidazol-1-yl)benzenamine). Isolated yield 75.8%. As a reaction SMILES: [CH3:1][C:2]1[N:3]([C:7]2[CH:12]=[CH:11][C:10]([N+:13]([O-])=O)=[CH:9][CH:8]=2)[CH:4]=[CH:5][N:6]=1.C([O-])=O.[Na+].C(O)=O>CO.[Pd]>[CH3:1][C:2]1[N:3]([C:7]2[CH:12]=[CH:11][C:10]([NH2:13])=[CH:9][CH:8]=2)[CH:4]=[CH:5][N:6]=1 |f:1.2|. Reported procedure: A mixture of 54.0 g of 2-methyl-1-(p-nitrophenyl)imidazole, 2.87 g of palladium black, 36.7 g of sodium formate and 47.4 ml of formic acid in 1100 ml of methyl alcohol is stirred at room temperature for 18 hours under a hydrogen atmosphere. The mixture is filtered and the filtrate evaporated to a residue. The residue is partitioned between saturated potassium bicarbonate and chloroform. The organic layer is dried and passed through a pad of hydrous magnesium silicate. The filtrate is evaporated ... Reactants: COc1ccc(F)c(OC2=CC(=O)N(C(CC(C)C)C(=O)Nc3ccn(CC4COC(C)(C)O4)n3)C2)c1F, CCOC(C)=O, Cl, C1CCOC1. Product: COc1ccc(F)c(OC2=CC(=O)N(C(CC(C)C)C(=O)Nc3ccn(CC(O)CO)n3)C2)c1F. RXN SMILES: [CH3:1][C:2]1([CH3:38])[O:3][CH2:4][CH:5]([CH2:7][n:8]2[n:9][c:10]([NH:13][C:14]([CH:15]([CH2:16][CH:17]([CH3:18])[CH3:19])[N:20]3[C:21](=[O:36])[CH:22]=[C:23]([O:25][c:26]4[c:27]([F:35])[c:28]([O:33][CH3:34])[cH:29][cH:30][c:31]4[F:32])[CH2:24]3)=[O:37])[cH:11][cH:12]2)[O:6]1.[CH3:45][CH2:46][O:47][C:48](=[O:49])[CH3:50].[ClH:39].[O:40]1[CH2:41][CH2:42][CH2:43][CH2:44]1>>[OH:3][CH2:4][CH:5]([OH:6])[CH2:7][n:8]1[n:9][c:10]([NH:13][C:14]([CH:15]([CH2:16][CH:17]([CH3:18])[CH3:19])[N:20]2[C:21](=[O:36])[CH:22]=[C:23]([O:25][c:26]3[c:27]([F:35])[c:28]([O:33][CH3:34])[cH:29][cH:30][c:31]3[F:32])[CH2:24]2)=[O:37])[cH:11][cH:12]1. Reported procedure: In the manner given in Example 2, a solution of hydrazine hydrate in ethanol is reacted at 65° C. with 8-trifluoromethyl-6-(o-chlorophenyl)-1-[(phthalimidooxy)methyl]-4H-s-triazolo[4,3-a][1,4]benzodiazepine to give 1-[(aminooxy)methyl]-8-trifluoromethyl-6-(o-chlorophenyl)-4H-s-triazolo[4,3-a]1,4]benzodiazepine. The solvent is C(C)O (ethanol). Starting materials: O.NN (hydrazine hydrate), FC(C=1C=CC2=C(C(=NCC=3N2C(=NN3)CON3C(C=2C(C3=O)=CC=CC2)=O)C2=C(C=CC=C2)Cl)C1)(F)F (8-trifluoromethyl-6-(o-chlorophenyl)-1-[(phthalimidooxy)methyl]-4H-s-triazolo[4,3-a][1,4]benzodiazepine). As a reaction SMILES: O.[NH2:2]N.FC(F)(F)C1C=C[C:9]2[N:15]3C(CON4C(=O)C5=CC=CC=C5C4=O)=NN=C3CN=[C:11]([C:32]3[CH:37]=[CH:36][CH:35]=[CH:34][C:33]=3Cl)[C:10]=2C=1>C(O)C>[NH:2]1[C:33]2[CH:34]=[CH:35][CH:36]=[CH:37][C:32]=2[CH:11]=[CH:10][CH:9]=[N:15]1 |f:0.1|. The product is N1N=CC=CC2=C1C=CC=C2 (benzodiazepine). Reactants: FC(S(=O)(=O)O[Si](C1C(=C(C(=C1C)C)C)C)(C)C)(F)F (dimethyl(2,3,4,5-tetramethylcyclopenta-2,4-dien-1-yl)silyl trifluoromethanesulfonate), FC(S(=O)(=O)O[Si](C1C(=C(C(=C1C)C)C)C)(C)C)(F)F (dimethyl(2,3,4,5-tetramethylcyclopenta-2,4-dien-1-yl)silyl trifluoromethanesulfonate), CC=1C=C2C=C[C-](C2=CC1C)C1=CC=CC=C1.[Li+] (lithium (5,6-dimethyl-1-phenylindenide)). The solvent is CCOCC (ether). Reaction conditions: time 24 hour. Yields the product CC=1C=C2C(=CC(C2=CC1C)[Si](C1C(=C(C(=C1C)C)C)C)(C)C)C1=CC=CC=C1 ((5,6-Dimethyl-3-phenyl-1H-inden-1-yl)dimethyl(2,3,4,5-tetramethylcyclopenta-2,4-dien-1-yl)silane). Reaction SMILES: FC(F)(F)S(O[Si:7]([CH3:18])([CH3:17])[CH:8]1[C:12]([CH3:13])=[C:11]([CH3:14])[C:10]([CH3:15])=[C:9]1[CH3:16])(=O)=O.[CH3:21][C:22]1[CH:23]=[C:24]2[C:28](=[CH:29][C:30]=1[CH3:31])[C-:27]([C:32]1[CH:37]=[CH:36][CH:35]=[CH:34][CH:33]=1)[CH:26]=[CH:25]2.[Li+]>CCOCC>[CH3:31][C:30]1[CH:29]=[C:28]2[C:24](=[CH:23][C:22]=1[CH3:21])[CH:25]([Si:7]([CH3:17])([CH3:18])[CH:8]1[C:12]([CH3:13])=[C:11]([CH3:14])[C:10]([CH3:15])=[C:9]1[CH3:16])[CH:26]=[C:27]2[C:32]1[CH:37]=[CH:36][CH:35]=[CH:34][CH:33]=1 |f:1.2|. Reported procedure: To a solution of dimethyl(2,3,4,5-tetramethylcyclopenta-2,4-dien-1-yl)silyl trifluoromethanesulfonate (Compound C, 7.50 g, 22.8 mmol, 1.00 eq.) in ether (25 mL) at −35° C. was added lithium (5,6-dimethyl-1-phenylindenide) (5.53 g, 24.4 mmol, 1.07 eq.). The reaction was stirred for 24 hours, and was then evaporated under vacuum. The residue was extracted with pentane (40 mL, then 2×25 mL) and the extract was filtered. The resulting solution was evaporated under vacuum to give a sticky solid. Yiel... The reactants are N1(CCOCC1)CCC1=CC=C(C=C1)N (4-(2-morpholin-4-yl-ethyl)-phenylamine), C(C)OC(=O)C=1C(C2=C(N=C(N=C2)S(=O)(=O)C)N(C1)C1CCCCC1)=O (8-cyclohexyl-2-methanesulfonyl-5-oxo-5,8-dihydro-pyrido[2,3-d]pyrimidine-6-carboxylic acid ethyl ester). Product: C(C)OC(=O)C=1C(C2=C(N=C(N=C2)NC2=CC=C(C=C2)CCN2CCOCC2)N(C1)C1CCCCC1)=O (8-Cyclohexyl-2-[4-(2-morpholin-4-yl-ethyl)-phenylamino]-5-oxo-5,8-dihydro-pyrido[2,3-d]pyrimidine-6-carboxylic acid ethyl ester), solid. Yield: 59.0%. RXN SMILES: [N:1]1([CH2:7][CH2:8][C:9]2[CH:14]=[CH:13][C:12]([NH2:15])=[CH:11][CH:10]=2)[CH2:6][CH2:5][O:4][CH2:3][CH2:2]1.[CH2:16]([O:18][C:19]([C:21]1[C:22](=[O:41])[C:23]2[CH:28]=[N:27][C:26](S(C)(=O)=O)=[N:25][C:24]=2[N:33]([CH:35]2[CH2:40][CH2:39][CH2:38][CH2:37][CH2:36]2)[CH:34]=1)=[O:20])[CH3:17]>>[CH2:16]([O:18][C:19]([C:21]1[C:22](=[O:41])[C:23]2[CH:28]=[N:27][C:26]([NH:15][C:12]3[CH:13]=[CH:14][C:9]([CH2:8][CH2:7][N:1]4[CH2:6][CH2:5][O:4][CH2:3][CH2:2]4)=[CH:10][CH:11]=3)=[N:25][C:24]=2[N:33]([CH:35]2[CH2:40][CH2:39][CH2:38][CH2:37][CH2:36]2)[CH:34]=1)=[O:20])[CH3:17]. Procedure: Using the procedure outlined in Example 1(g) the title compound was prepared from 4-(2-morpholin-4-yl-ethyl)-phenylamine (from Example 27(A), 54 mg, 0.26 mmol) and 8-cyclohexyl-2-methanesulfonyl-5-oxo-5,8-dihydro-pyrido[2,3-d]pyrimidine-6-carboxylic acid ethyl ester (from Example 17(e) above, 100 mg, 0.26 mmol). The title compound was obtained as a white solid (77 mg, 59%). 1H NMR (400 MHz, CDCl3) δ (ppm): 9.28 (s, 1H), 8.46 (s, 1H), 7.98 (br, 1H), 7.50 (d, J=8.5 Hz, 2H), 7.17 (d, J=8.5 Hz, 2H),... Starting materials: CC1=C(C(=O)C2=CC=C(N2C)CC2=CC=C(C=C2)[N+](=O)[O-])C=CC(=C1)C (4-{5-(2,4-dimethylbenzoyl)-1-methyl-1H-pyrrol-2-ylmethyl}nitrobenzene), Cl (HCl). Reagents/catalysts: B#[Ni] (nickel boride). Solvent: CO (methanol). Yields the product CC1=C(C(=O)C2=CC=C(N2C)CC2=CC=C(N)C=C2)C=CC(=C1)C (4-{5-(2,4-dimethylbenzoyl)-1-methyl-1H-pyrrol-2-ylmethyl}aniline). The yield is 103.8%. RXN SMILES: [CH3:1][C:2]1[CH:25]=[C:24]([CH3:26])[CH:23]=[CH:22][C:3]=1[C:4]([C:6]1[N:10]([CH3:11])[C:9]([CH2:12][C:13]2[CH:18]=[CH:17][C:16]([N+:19]([O-])=O)=[CH:15][CH:14]=2)=[CH:8][CH:7]=1)=[O:5].Cl>B#[Ni].CO>[CH3:1][C:2]1[CH:25]=[C:24]([CH3:26])[CH:23]=[CH:22][C:3]=1[C:4]([C:6]1[N:10]([CH3:11])[C:9]([CH2:12][C:13]2[CH:18]=[CH:17][C:16]([NH2:19])=[CH:15][CH:14]=2)=[CH:8][CH:7]=1)=[O:5]. Procedure details: A mixture of 4-{5-(2,4-dimethylbenzoyl)-1-methyl-1H-pyrrol-2-ylmethyl}nitrobenzene (0.81 g, 2.3 mmol), [prepared as in Example 7, Step (c)], nickel boride (1.6 g), 1M HCl (30 ml), and methanol (30 ml) was refluxed for 30 min. The reaction mixture was filtered through a pad of Celite® and the filter cake was washed with ethyl acetate. The filtrate was cooled, made basic with concentrated ammonium hydroxide, and extracted with ethyl acetate. The organic layer was washed with brine, dried over sodi...